This data is from the Open Reaction Database (ORD), a public repository of structured organic reaction records. The task is: describe an organic reaction: reactants, conditions, products, and yield Reactants: CC(C)(C)OC(=O)CCc1ccc(Br)cc1, O=C(O)CCc1ccc(B(O)O)cc1, CC#N, CCOC(C)=O, Cl, [K+], [K+], O=C([O-])[O-], O. Yields the product CC(C)(C)OC(=O)CCc1ccc(-c2ccc(CCC(=O)O)cc2)cc1. As a reaction SMILES: [Br:1][c:2]1[cH:3][cH:4][c:5]([CH2:8][CH2:9][C:10](=[O:11])[O:12][C:13]([CH3:14])([CH3:15])[CH3:16])[cH:6][cH:7]1.[C:17](=[O:18])([OH:19])[CH2:20][CH2:21][c:22]1[cH:23][cH:24][c:25]([B:28]([OH:29])[OH:30])[cH:26][cH:27]1.[C:39](#[N:40])[CH3:41].[CH3:42][CH2:43][O:44][C:45](=[O:46])[CH3:47].[ClH:37].[K+:31].[K+:32].[O-:33][C:34]([O-:35])=[O:36].[OH2:38]>>[c:2]1(-[c:25]2[cH:24][cH:23][c:22]([CH2:21][CH2:20][C:17](=[O:18])[OH:19])[cH:27][cH:26]2)[cH:3][cH:4][c:5]([CH2:8][CH2:9][C:10](=[O:11])[O:12][C:13]([CH3:14])([CH3:15])[CH3:16])[cH:6][cH:7]1. Reactants: C1N(CC2C1CNC2)C(=O)C2=C(C=CC=C2)C=2SC=CC2 ((Hexahydro-pyrrolo[3,4-c]pyrrol-2-yl)-(2-thiophen-2-yl-phenyl)-methanone), ClC1=NC=CC(=N1)C (2-chloro-4-methyl-pyrimidine). Product: CC1=NC(=NC=C1)N1CC2CN(CC2C1)C(=O)C1=C(C=CC=C1)C=1SC=CC1 (2-(4-Methylpyrimidin-2-yl)-5-[(2-thiophen-2-ylphenyl)carbonyl]octahydro-pyrrolo[3,4-c]pyrrole). RXN SMILES: [CH2:1]1[CH:5]2[CH2:6][NH:7][CH2:8][CH:4]2[CH2:3][N:2]1[C:9]([C:11]1[CH:16]=[CH:15][CH:14]=[CH:13][C:12]=1[C:17]1[S:18][CH:19]=[CH:20][CH:21]=1)=[O:10].Cl[C:23]1[N:28]=[C:27]([CH3:29])[CH:26]=[CH:25][N:24]=1>>[CH3:29][C:27]1[CH:26]=[CH:25][N:24]=[C:23]([N:7]2[CH2:8][CH:4]3[CH:5]([CH2:1][N:2]([C:9]([C:11]4[CH:16]=[CH:15][CH:14]=[CH:13][C:12]=4[C:17]4[S:18][CH:19]=[CH:20][CH:21]=4)=[O:10])[CH2:3]3)[CH2:6]2)[N:28]=1. Procedure: The title compound was prepared in a manner analogous to Example 15 utilizing Intermediate 37 and 2-chloro-4-methyl-pyrimidine. MS (ESI) mass calcd. for C22H22N4OS, 390.51; m/z found, 391.2 [M+H]+. Starting materials: O=C([O-])O, ClC(Cl)Cl, COc1cc2nccc(Cl)c2cc1OC, Oc1cccc(F)c1, [Na+]. The product is COc1cc2nccc(Oc3cccc(F)c3)c2cc1OC. Reaction SMILES: [C:24](=[O:25])([O-:26])[OH:27].[CH:29]([Cl:30])([Cl:31])[Cl:32].[Cl:1][c:2]1[cH:3][cH:4][n:5][c:6]2[cH:7][c:8]([O:14][CH3:15])[c:9]([O:12][CH3:13])[cH:10][c:11]12.[F:16][c:17]1[cH:18][c:19]([OH:23])[cH:20][cH:21][cH:22]1.[Na+:28]>>[c:2]1([O:23][c:19]2[cH:18][c:17]([F:16])[cH:22][cH:21][cH:20]2)[cH:3][cH:4][n:5][c:6]2[cH:7][c:8]([O:14][CH3:15])[c:9]([O:12][CH3:13])[cH:10][c:11]12. The reactants are C1(CCCCC1)CN (cyclohexylmethylamine), ClCCC(=O)OC(C)(C)C (tert-butyl β -chloropropionate). Solvent: C1=CC=CC=C1 (benzene), [OH-].[Na+] (NaOH). Conditions: time 1 hour. The product is C(C)(C)(C)OC(CCNCC1CCCCC1)=O (N-cyclohexylmethyl- β -alanine tert-butyl ester). Isolated yield 89.7%. RXN SMILES: [CH:1]1([CH2:7][NH2:8])[CH2:6][CH2:5][CH2:4][CH2:3][CH2:2]1.Cl[CH2:10][CH2:11][C:12]([O:14][C:15]([CH3:18])([CH3:17])[CH3:16])=[O:13]>[OH-].[Na+].C1C=CC=CC=1>[C:15]([O:14][C:12](=[O:13])[CH2:11][CH2:10][NH:8][CH2:7][CH:1]1[CH2:6][CH2:5][CH2:4][CH2:3][CH2:2]1)([CH3:18])([CH3:17])[CH3:16] |f:2.3|. Reported procedure: To 33.76 g of cyclohexylmethylamine was added with stirring 15.96 g of tert-butyl β -chloropropionate over a period of 30 minutes, while maintaining the temperature at 30°-70° C. The reaction mixture was held at 70° C. for an additional one hour. At the end of this period, the reaction mixture was taken up in 40 ml of 2N NaOH solution and 50 ml of benzene, transferred into a separatory funnel and well shaken. The benzene solution was separated, washed with water, dried over anhydrous sodium sulf... Reactants: O(C1=CC=CC=C1)CC(=O)NC1C(N(C1SC(=O)OCC(Cl)(Cl)Cl)C(C(=O)OCC1=CC=CC=C1)N=[N+]=[N-])=O (benzyl 2-[3-phenoxyacetamido-4-(2,2,2-trichloroethoxycarbonylthio)-2-oxo-1-azetidinyl]-2-azidoacetate). Reported procedure: A mixture of benzyl 2-[3-phenoxyacetamido-4-(2,2,2-trichloroethoxycarbonylthio)-2-oxo-1-azetidinyl]-2-azidoacetate (2.856 g.) and 10% palladium on carbon (600 mg.) in formic acid (27 ml.) was stirred at room temperature under hydrogen atmosphere. After stirring for an hour, to the mixture wass added 5% palladium on carbon (600 mg.) in formic acid (8 ml.) and stirred under hydrogen atmosphere for additional 2.5 hours. The resultant mixture was filtered through a pad of Celite and the filter cake ... The product is O(C1=CC=CC=C1)CC(=O)NC1C(N(C1SC(=O)OCC(Cl)(Cl)Cl)C(C(=O)OCC1=CC=CC=C1)N)=O (benzyl 2-[3-phenoxyacetamido-4-(2,2,2-trichloroethoxycarbonylthio)-2-oxo-1-azetidinyl]-2-aminoacetate). Reaction SMILES: [O:1]([CH2:8][C:9]([NH:11][CH:12]1[CH:15]([S:16][C:17]([O:19][CH2:20][C:21]([Cl:24])([Cl:23])[Cl:22])=[O:18])[N:14]([CH:25]([N:36]=[N+]=[N-])[C:26]([O:28][CH2:29][C:30]2[CH:35]=[CH:34][CH:33]=[CH:32][CH:31]=2)=[O:27])[C:13]1=[O:39])=[O:10])[C:2]1[CH:7]=[CH:6][CH:5]=[CH:4][CH:3]=1>[Pd].C(O)=O>[O:1]([CH2:8][C:9]([NH:11][CH:12]1[CH:15]([S:16][C:17]([O:19][CH2:20][C:21]([Cl:24])([Cl:23])[Cl:22])=[O:18])[N:14]([CH:25]([NH2:36])[C:26]([O:28][CH2:29][C:30]2[CH:35]=[CH:34][CH:33]=[CH:32][CH:31]=2)=[O:27])[C:13]1=[O:39])=[O:10])[C:2]1[CH:3]=[CH:4][CH:5]=[CH:6][CH:7]=1. Reagents/catalysts: [Pd] (palladium on carbon), [Pd] (palladium on carbon). The solvent is C(=O)O (formic acid), C(=O)O (formic acid).